Task: describe an organic reaction: reactants, conditions, products, and yield. Dataset: the Open Reaction Database (ORD), a public repository of structured organic reaction records Starting materials: O=C([O-])O, CC(=O)CO, CS(=O)(=O)Cl, ClC(Cl)Cl, [Na+]. The product is CC(=O)COS(C)(=O)=O. As a reaction SMILES: [C:11](=[O:12])([OH:13])[O-:14].[CH3:1][C:2](=[O:3])[CH2:4][OH:5].[CH3:6][S:7]([Cl:8])(=[O:9])=[O:10].[CH:16]([Cl:17])([Cl:18])[Cl:19].[Na+:15]>>[CH3:1][C:2](=[O:3])[CH2:4][O:5][S:7]([CH3:6])(=[O:9])=[O:10]. As a reaction SMILES: [Cl:1][C:2]([N:3]([CH3:4])[CH3:5])=[C:6]([CH3:7])[CH3:8].[Cl:51][CH2:52][Cl:53].[N:9]1([C:13](=[O:14])[c:15]2[n:16][cH:17][c:18]([O:21][c:22]3[cH:23][c:24]([C:25](=[O:26])[OH:27])[cH:28][c:29]([O:31][CH:32]([CH2:33][O:34][CH3:35])[CH3:36])[cH:30]3)[n:19][cH:20]2)[CH2:10][CH2:11][CH2:12]1.[NH2:37][c:38]1[n:39][cH:40][c:41]([CH3:44])[n:42][cH:43]1.[cH:45]1[cH:46][cH:47][n:48][cH:49][cH:50]1>>[N:9]1([C:13](=[O:14])[c:15]2[n:16][cH:17][c:18]([O:21][c:22]3[cH:23][c:24]([C:25](=[O:27])[NH:37][c:38]4[n:39][cH:40][c:41]([CH3:44])[n:42][cH:43]4)[cH:28][c:29]([O:31][CH:32]([CH2:33][O:34][CH3:35])[CH3:36])[cH:30]3)[n:19][cH:20]2)[CH2:10][CH2:11][CH2:12]1. The reactants are CC(C)=C(Cl)N(C)C, ClCCl, COCC(C)Oc1cc(Oc2cnc(C(=O)N3CCC3)cn2)cc(C(=O)O)c1, Cc1cnc(N)cn1, c1ccncc1. Product: COCC(C)Oc1cc(Oc2cnc(C(=O)N3CCC3)cn2)cc(C(=O)Nc2cnc(C)cn2)c1. The reactants are Clc1nnc(-c2ccccc2)c2ccccc12, Nc1ccc(O)cc1, c1ccccc1. The product is Oc1ccc(Nc2nnc(-c3ccccc3)c3ccccc23)cc1. RXN SMILES: [Cl:9][c:10]1[n:11][n:12][c:13](-[c:20]2[cH:21][cH:22][cH:23][cH:24][cH:25]2)[c:14]2[cH:15][cH:16][cH:17][cH:18][c:19]12.[NH2:1][c:2]1[cH:3][cH:4][c:5]([OH:6])[cH:7][cH:8]1.[cH:26]1[cH:27][cH:28][cH:29][cH:30][cH:31]1>>[NH:1]([c:2]1[cH:3][cH:4][c:5]([OH:6])[cH:7][cH:8]1)[c:10]1[n:11][n:12][c:13](-[c:20]2[cH:21][cH:22][cH:23][cH:24][cH:25]2)[c:14]2[cH:15][cH:16][cH:17][cH:18][c:19]12. Reactants: C(=S)=S (carbon disulfide), [OH-].[K+] (KOH), C(C)(C)(C)C1=C(C(=CC=C1)C(C)(C)C)O (2,6 -di-tert.-butyl phenol). Run in O (water), CS(=O)C (dimethylsulfoxide), O (water). Reaction conditions: time 2 hour. The product is OC1=C(C=C(C(=S)S)C=C1C(C)(C)C)C(C)(C)C (4-hydroxy-3,5-di-tert.-butyl dithiobenzoic acid). Reaction SMILES: [C:1]([C:5]1[CH:10]=[CH:9][CH:8]=[C:7]([C:11]([CH3:14])([CH3:13])[CH3:12])[C:6]=1[OH:15])([CH3:4])([CH3:3])[CH3:2].[OH-].[K+].[C:18](=[S:20])=[S:19]>CS(C)=O.O>[OH:15][C:6]1[C:5]([C:1]([CH3:4])([CH3:3])[CH3:2])=[CH:10][C:9]([C:18]([SH:20])=[S:19])=[CH:8][C:7]=1[C:11]([CH3:14])([CH3:13])[CH3:12] |f:1.2|. Procedure details: The compound 4-hydroxy-3,5-di-tert.-butyl dithiobenzoic acid was prepared by dissolving 2,6 -di-tert.-butyl phenol (20.6 g) in dimethylsulfoxide (60 cm3). To this well stirred solution under a nitrogen blanket was added KOH (5.6 g) dissolved in a minimum amount of water. After the addition was completed carbon disulfide (7.6 g) was added while maintaining the temperature between 20°-25° C. The mixture was maintained at this temperature for 1 hour, then at 60° C. for 2 hours, cooled and poured in... The reactants are C(C)(C)C1=NC(=C(C(=C1CO)C1=CC=C(C=C1)SC)C=CCCC)C(C)C (2,6-Diisopropyl-3hydroxymethyl-4-[4-(methylthio)phenyl]-5-(pent-1-enyl)pyridine), C1=CC(=CC(=C1)Cl)C(=O)OO (mCPBA). Run in C(Cl)Cl (methylene chloride), C(Cl)Cl (methylene chloride). Run at temperature 0 celsius. Yields the product C(C)(C)C1=NC(=C(C(=C1CO)C1=CC=C(C=C1)S(=O)C)C=CCCC)C(C)C (2,6-Diisopropyl-3-hydroxymethyl-4-[4-(methylsulfinyl)phenyl]-5-(pent-1-enyl)pyridine). Isolated yield 50.0%. Reaction SMILES: [CH:1]([C:4]1[C:9]([CH2:10][OH:11])=[C:8]([C:12]2[CH:17]=[CH:16][C:15]([S:18][CH3:19])=[CH:14][CH:13]=2)[C:7]([CH:20]=[CH:21][CH2:22][CH2:23][CH3:24])=[C:6]([CH:25]([CH3:27])[CH3:26])[N:5]=1)([CH3:3])[CH3:2].C1C=C(Cl)C=C(C(OO)=[O:36])C=1>C(Cl)Cl>[CH:1]([C:4]1[C:9]([CH2:10][OH:11])=[C:8]([C:12]2[CH:13]=[CH:14][C:15]([S:18]([CH3:19])=[O:36])=[CH:16][CH:17]=2)[C:7]([CH:20]=[CH:21][CH2:22][CH2:23][CH3:24])=[C:6]([CH:25]([CH3:26])[CH3:27])[N:5]=1)([CH3:3])[CH3:2]. Reported procedure: 2,6Diisopropyl-3-hydroxymethyl-4-[4-(methylthio)phenyl]-5-(pent-1-enyl)pyridine (100 mg, 0.261 mmol) (Example 174) was dissolved in methylene chloride (1.5 mL) and stirred at 0° C. under an argon atmosphere. To this mixture was added a solution containing 3-chloroperoxybenzoic add (“mCPBA”) (85%, 53 mg, 0.261 mmol) in methylene chloride (1 mL). The mixture was stirred for 1.5 h at 0° C. and quenched with the addition of a saturated aqueous solution of NaHSO3 (3 mL). The reaction mixture was furt... Reactants: BrC1=C(CN2C(N(C3=C2C=CC=C3)C)=O)C=C(C(=C1)C(C)(C)C)OC (1-(2-bromo-4-tert-butyl-5-methoxy-benzyl)-3-methyl-1,3-dihydro-benzoimidazol-2-one), C(C1=CC=CC=C1)OC1=NC=CC=C1B(O)O (2-benzyloxy-pyridin-3-yl boronic acid), C(=O)([O-])[O-].[Na+].[Na+] (Na2CO3). Reagents/catalysts: C=1C=CC(=CC1)[P](C=2C=CC=CC2)(C=3C=CC=CC3)[Pd]([P](C=4C=CC=CC4)(C=5C=CC=CC5)C=6C=CC=CC6)([P](C=7C=CC=CC7)(C=8C=CC=CC8)C=9C=CC=CC9)[P](C=1C=CC=CC1)(C=1C=CC=CC1)C=1C=CC=CC1 (Pd(PPh3)4). Solvent: C(Cl)Cl (DCM), CO (MeOH), C(Cl)Cl (DCM). Yields the product C(C1=CC=CC=C1)OC1=NC=CC=C1C1=C(CN2C(N(C3=C2C=CC=C3)C)=O)C=C(C(=C1)C(C)(C)C)OC (1-[2-(2-benzyloxy-pyridin-3-yl)-4-tert-butyl-5-methoxy-benzyl]-3-methyl-1,3-dihydro-benzoimidazol-2-one). Isolated yield 78.0%. Reaction SMILES: Br[C:2]1[CH:19]=[C:18]([C:20]([CH3:23])([CH3:22])[CH3:21])[C:17]([O:24][CH3:25])=[CH:16][C:3]=1[CH2:4][N:5]1[C:9]2[CH:10]=[CH:11][CH:12]=[CH:13][C:8]=2[N:7]([CH3:14])[C:6]1=[O:15].[CH2:26]([O:33][C:34]1[C:39](B(O)O)=[CH:38][CH:37]=[CH:36][N:35]=1)[C:27]1[CH:32]=[CH:31][CH:30]=[CH:29][CH:28]=1.C([O-])([O-])=O.[Na+].[Na+]>CO.C(Cl)Cl.C1C=CC([P]([Pd]([P](C2C=CC=CC=2)(C2C=CC=CC=2)C2C=CC=CC=2)([P](C2C=CC=CC=2)(C2C=CC=CC=2)C2C=CC=CC=2)[P](C2C=CC=CC=2)(C2C=CC=CC=2)C2C=CC=CC=2)(C2C=CC=CC=2)C2C=CC=CC=2)=CC=1>[CH2:26]([O:33][C:34]1[C:39]([C:2]2[CH:19]=[C:18]([C:20]([CH3:23])([CH3:22])[CH3:21])[C:17]([O:24][CH3:25])=[CH:16][C:3]=2[CH2:4][N:5]2[C:9]3[CH:10]=[CH:11][CH:12]=[CH:13][C:8]=3[N:7]([CH3:14])[C:6]2=[O:15])=[CH:38][CH:37]=[CH:36][N:35]=1)[C:27]1[CH:28]=[CH:29][CH:30]=[CH:31][CH:32]=1 |f:2.3.4,^1:57,59,78,97|. Procedure: step 2—A sealed tube containing 96 (100 mg, 0.25 mmol), 2-benzyloxy-pyridin-3-yl boronic acid (85 mg, 0.37 mmol), Na2CO3 (80 mg, 0.74 mmol) and Pd(PPh3)4 (29 mg, 0.025 mmol) in a mixture of MeOH (1.5 mL) and DCM (0.5 mL) was irradiated on a microwave synthesizer at 100° C. for 30 min. The reaction mixture was diluted with DCM, filtered through a pad of CELITE, and the filtrate was concentrated. The crude residue was purified on a preparative SiO2 TLC plate developed with 30% EtOAc/hexanes to aff... The yield is 42.8%. Solvent: C(C)OCC (diethyl ether), C(C)OCC (diethyl ether), C(C)OCC (diethyl ether). Starting materials: BrC=1C=C(C=CC1)Cl (3-bromochlorobenzene), [Mg] (magnesium), ice water, Cl (hydrochloric acid), CC1CC(CCC1)=O (3-methylcyclohexanone). Procedure: For example, magnesium turnings (6.4 g, 0.26 mole) were flame-dried, the containing glassware was cooled, and 3-bromochlorobenzene (50 g, 0.26 mole), in 50 ml of diethyl ether was added. As the reaction began, an additional 200 ml of diethyl ether was added, and the reaction mixture was heated under reflux for 0.5 hour. To the refluxing reaction mixture was added dropwise, during a 0.5 hour period, 3-methylcyclohexanone (29.2 g, 0.26 mole) in 100 ml of diethyl ether. Upon complete addition, the ... Product: ClC=1C=C(C=CC1)C1(CC(CCC1)C)O (1-(3-chlorophenyl)-3-methylcyclohexan-1-ol). Reaction SMILES: [Mg].Br[C:3]1[CH:4]=[C:5]([Cl:9])[CH:6]=[CH:7][CH:8]=1.[CH3:10][CH:11]1[CH2:16][CH2:15][CH2:14][C:13](=[O:17])[CH2:12]1.Cl>C(OCC)C>[Cl:9][C:5]1[CH:4]=[C:3]([C:13]2([OH:17])[CH2:14][CH2:15][CH2:16][CH:11]([CH3:10])[CH2:12]2)[CH:8]=[CH:7][CH:6]=1. Starting materials: BrC1=CC(=C(N)C=C1)I (4-bromo-2-iodoaniline), ClC(=O)OC (methyl chloroformate). The solvent is O (H2O), N1=CC=CC=C1 (pyridine). The product is BrC1=CC(=C(C=C1)NC(OC)=O)I (Methyl 4-bromo-2-iodophenylcarbamate). The yield is 97.7%. RXN SMILES: [Br:1][C:2]1[CH:8]=[CH:7][C:5]([NH2:6])=[C:4]([I:9])[CH:3]=1.Cl[C:11]([O:13][CH3:14])=[O:12]>N1C=CC=CC=1.O>[Br:1][C:2]1[CH:8]=[CH:7][C:5]([NH:6][C:11](=[O:12])[O:13][CH3:14])=[C:4]([I:9])[CH:3]=1. Reported procedure: To solution of 4-bromo-2-iodoaniline (18.50 g, 62.08 mmol) in pyridine (120 mL) at −10° C. was added methyl chloroformate (7.50 mL, 97.46 mmol) over 30 min via syringe pump. Reaction was allowed to warm to room temperature and was diluted with H2O (450 mL). Solid which was formed was collected by filtration, washed with H2O and dried in dessicator. Methyl 4-bromo-2-iodophenylcarbamate (21.59 g, 98%) was obtained as colorless solid.